From a dataset of the Open Reaction Database (ORD), a public repository of structured organic reaction records. describe an organic reaction: reactants, conditions, products, and yield Reactants: C(C(=C)C)(=O)OCCN(C)C (dimethylaminoethyl methacrylate), CCl (methyl chloride). Run in O (water). The product is [Cl-].C(C)OC(C(=C)C)=O.C[NH+](C)C (trimethylammonium ethyl methacrylate chloride). Yield: 95.0%. RXN SMILES: [C:1]([O:6][CH2:7][CH2:8][N:9]([CH3:11])[CH3:10])(=[O:5])[C:2]([CH3:4])=[CH2:3].C[Cl:13]>O>[Cl-:13].[CH2:7]([O:6][C:1](=[O:5])[C:2]([CH3:4])=[CH2:3])[CH3:8].[CH3:8][NH+:9]([CH3:11])[CH3:10] |f:3.4.5|. Procedure: Starting with dimethylaminoethyl methacrylate, methyl chloride, water and stabilizer, an aqueous trimethylammonium ethyl methacrylate chloride solution with a solids content of approximately 80% was obtained by pressure quaternization, which solution was then spray dried. Spray drying was carried out in a disk atomizer spray drying tower (NIRO, Minor-Production model) with maximum water evaporation of about 30 kg of water per hour, an air throughput of about 400 m3 /hr, an air inlet temperature ... The reactants are [OH-].[Na+] (sodium hydroxide), Cl.NO (hydroxylamine hydrochloride), C(C)OC1=CC=C(C=O)C=C1 (4-ethoxybenzaldehyde). Solvent: O (water), O (water), O (water), C(C)O (ethanol). Run at time 5 minute. Product: C(C)OC1=CC=C(C=NO)C=C1 (4-ethoxybenzaldoxime). Isolated yield 85.8%. Reaction SMILES: Cl.[NH2:2][OH:3].[CH2:4]([O:6][C:7]1[CH:14]=[CH:13][C:10]([CH:11]=O)=[CH:9][CH:8]=1)[CH3:5].[OH-].[Na+]>O.C(O)C>[CH2:4]([O:6][C:7]1[CH:14]=[CH:13][C:10]([CH:11]=[N:2][OH:3])=[CH:9][CH:8]=1)[CH3:5] |f:0.1,3.4|. Procedure details: A solution of 34.8 g of hydroxylamine hydrochloride in 50 ml of water was added in one portion to a solution of 37.5 g of 4-ethoxybenzaldehyde in 100 ml of ethanol in a 500-ml Erlenmeyer flask equipped with a magnetic stirrer. The reaction mixture was stirred for approximately 5 minutes, until clear. A room-temperature solution of 15.2 g of sodium hydroxide in 20 ml of water was added in several portions during 15 minutes. The reaction mixture was stirred for 5 minutes and then heated to boiling... Starting materials: CCCCCCCCCC(=O)Nc1ccc(S(=O)(=O)Cl)cc1, Cl, CCOC(=O)Cc1nnc(N)s1, c1ccncc1. Yields the product CCCCCCCCCC(=O)Nc1ccc(S(=O)(=O)Nc2nnc(CC(=O)OCC)s2)cc1. As a reaction SMILES: [C:1]([CH2:2][CH2:3][CH2:4][CH2:5][CH2:6][CH2:7][CH2:8][CH2:9][CH3:10])(=[O:11])[NH:12][c:13]1[cH:14][cH:15][c:16]([S:19](=[O:20])(=[O:21])[Cl:22])[cH:17][cH:18]1.[ClH:35].[NH2:23][c:24]1[n:25][n:26][c:27]([CH2:29][C:30](=[O:31])[O:32][CH2:33][CH3:34])[s:28]1.[cH:36]1[cH:37][cH:38][n:39][cH:40][cH:41]1>>[C:1]([CH2:2][CH2:3][CH2:4][CH2:5][CH2:6][CH2:7][CH2:8][CH2:9][CH3:10])(=[O:11])[NH:12][c:13]1[cH:14][cH:15][c:16]([S:19](=[O:20])(=[O:21])[NH:23][c:24]2[n:25][n:26][c:27]([CH2:29][C:30](=[O:31])[O:32][CH2:33][CH3:34])[s:28]2)[cH:17][cH:18]1. Starting materials: COC(CN)OC, O, CCOC(=O)c1ncn2c1CNC(=S)c1ccccc1-2. The product is CCOC(=O)c1ncn2c1CN=C(NCC(OC)OC)c1ccccc1-2. RXN SMILES: [CH3:21][O:22][CH:23]([CH2:24][NH2:25])[O:26][CH3:27].[OH2:28].[S:1]=[C:2]1[NH:3][CH2:4][c:5]2[n:6]([cH:13][n:14][c:15]2[C:16](=[O:17])[O:18][CH2:19][CH3:20])-[c:7]2[c:8]1[cH:9][cH:10][cH:11][cH:12]2>>[C:2]1([NH:25][CH2:24][CH:23]([O:22][CH3:21])[O:26][CH3:27])=[N:3][CH2:4][c:5]2[n:6]([cH:13][n:14][c:15]2[C:16](=[O:17])[O:18][CH2:19][CH3:20])-[c:7]2[c:8]1[cH:9][cH:10][cH:11][cH:12]2.